From a dataset of the Open Reaction Database (ORD), a public repository of structured organic reaction records. describe an organic reaction: reactants, conditions, products, and yield Starting materials: CCC(Oc1cc(SC(=O)N(C)C)ccc1C(C)=O)C(=O)[O-], C1CCOC1, Cl, [Na+], [OH-], O. The product is CC(=O)c1ccc(SC(=O)N(C)C)cc1OCC(=O)O. Reaction SMILES: [CH2:1]([CH3:2])[CH:3]([C:4](=[O:5])[O-:6])[O:7][c:8]1[c:9]([C:20]([CH3:21])=[O:22])[cH:10][cH:11][c:12]([S:14][C:15](=[O:16])[N:17]([CH3:18])[CH3:19])[cH:13]1.[CH2:26]1[O:27][CH2:28][CH2:29][CH2:30]1.[ClH:25].[Na+:24].[OH-:23].[OH2:31]>>[CH2:3]([C:4](=[O:5])[OH:6])[O:7][c:8]1[c:9]([C:20]([CH3:21])=[O:22])[cH:10][cH:11][c:12]([S:14][C:15](=[O:16])[N:17]([CH3:18])[CH3:19])[cH:13]1. Starting materials: CCOC(=O)c1ocnc1C, [NH4+], [OH-]. Product: Cc1ncoc1C(N)=O. RXN SMILES: [CH3:1][c:2]1[n:3][cH:4][o:5][c:6]1[C:7]([O:9][CH2:8][CH3:10])=[O:11].[NH4+:12].[OH-:13]>>[CH3:1][c:2]1[n:3][cH:4][o:5][c:6]1[C:7](=[O:9])[NH2:12]. Reactants: ClC1=C(C=C(C=C1)C1=NOC=C1CCC(=O)OC)F (methyl 3-[3-(4-chloro-3-fluorophenyl)-4-isoxazolyl]propionate), [H-].C(C(C)C)[Al+]CC(C)C (diisobutylaluminum hydride), Cl (hydrochloric acid). Solvent: O1CCCC1 (tetrahydrofuran). Conditions: time 1 hour. Product: ClC1=C(C=C(C=C1)C1=NOC=C1CCCO)F (3-[3-(4-chloro-3-fluorophenyl)-4-isoxazolyl]propan-1-ol). Isolated yield 92.0%. RXN SMILES: [Cl:1][C:2]1[CH:7]=[CH:6][C:5]([C:8]2[C:12]([CH2:13][CH2:14][C:15](OC)=[O:16])=[CH:11][O:10][N:9]=2)=[CH:4][C:3]=1[F:19].[H-].C([Al+]CC(C)C)C(C)C.Cl>O1CCCC1>[Cl:1][C:2]1[CH:7]=[CH:6][C:5]([C:8]2[C:12]([CH2:13][CH2:14][CH2:15][OH:16])=[CH:11][O:10][N:9]=2)=[CH:4][C:3]=1[F:19] |f:1.2|. Reported procedure: To a solution of methyl 3-[3-(4-chloro-3-fluorophenyl)-4-isoxazolyl]propionate (3.69 g) in tetrahydrofuran (30 ml) was gently added diisobutylaluminum hydride (1.0 M hexane solution, 30 ml) at 0° C., and the mixture was stirred at room temperature for 1 hr. The reaction mixture was poured into dilute hydrochloric acid, and the mixture was extracted with ethyl acetate. The ethyl acetate layer was washed with saturated brine, dried (MgSO4) and concentrated. The residue was subjected to silica gel ... As a reaction SMILES: I[CH:2]([CH3:4])[CH3:3].[NH2:5][C:6]1[C:16]([NH2:17])=[CH:15][CH:14]=[CH:13][C:7]=1[C:8]([O:10][CH2:11][CH3:12])=[O:9]>CN(C)C=O>[NH2:5][C:6]1[C:16]([NH:17][CH:2]([CH3:4])[CH3:3])=[CH:15][CH:14]=[CH:13][C:7]=1[C:8]([O:10][CH2:11][CH3:12])=[O:9]. The product is NC1=C(C(=O)OCC)C=CC=C1NC(C)C (Ethyl 2-amino-3-isopropylamino-benzoate). Run in CN(C=O)C (N,N-dimethylformamide). Run at temperature 50 celsius, time 3 hour. Reactants: IC(C)C (2-Iodopropane), NC1=C(C(=O)OCC)C=CC=C1N (ethyl 2,3-diaminobenzoate). Reported procedure: 2-Iodopropane (2.0 mL, 20 mmol) was added to a solution of ethyl 2,3-diaminobenzoate (prepared according to the method of WO 97/10219, page 81, Example 51(1)) (3 g, 16.67 mmol) in N,N-dimethylformamide (20 mL), and the solution stirred at 50° C. for 3 hours. The mixture was concentrated under reduced pressure and the residue partitioned between ethyl acetate (200 mL) and water (50 mL), and the layers separated. The organic layer was washed with water (5×50 mL), dried over magnesium sulphate and ... Reactants: 1a, [O-]P(=O)([O-])[O-].[O-]P(=O)([O-])[O-].[O-]P(=O)([O-])[O-].[F-].[Ca+2].[Ca+2].[Ca+2].[Ca+2].[Ca+2] (phosphate rock), P(O)(O)(O)=O (phosphoric acid). Product: P(=O)([O-])([O-])[O-].[Ca+2].P(=O)([O-])([O-])[O-].[Ca+2].[Ca+2] (calcium phosphate). As a reaction SMILES: [O-:1][P:2]([O-:5])([O-:4])=[O:3].[O-:6][P:7]([O-:10])([O-:9])=[O:8].[O-]P([O-])([O-])=O.[F-].[Ca+2:17].[Ca+2].[Ca+2].[Ca+2].[Ca+2].P(=O)(O)(O)O>>[P:2]([O-:5])([O-:4])([O-:3])=[O:1].[Ca+2:17].[P:7]([O-:10])([O-:9])([O-:8])=[O:6].[Ca+2:17].[Ca+2:17] |f:0.1.2.3.4.5.6.7.8,10.11.12.13.14|. Procedure details: In Reaction 1a, the phosphate rock is first reacted with phosphoric acid to produce monobasic calcium phosphate (monocal) slurry. Then, in Reaction 1b, the monobasic calcium phosphate slurry is reacted with sulfuric acid to produce phosphoric acid and calcium sulfate dihydrate (gypsum). Filtration is used to separate gypsum.